From a dataset of the Open Reaction Database (ORD), a public repository of structured organic reaction records. describe an organic reaction: reactants, conditions, products, and yield The reactants are C(Cl)(Cl)Cl (chloroform), O1CCOC2=C1C=CC(=C2)CN(C(OC(C)(C)C)=O)C2CCN(CC2)CCN2C(C=CC1=C(C=CC=C21)N)=O (tert-butyl (2,3-dihydro-1,4-benzodioxin-6-ylmethyl)(1-(2-(5-amino-2-oxoquinolin-1(2H)-yl)ethyl)piperidin-4-yl)carbamate), C(C)N=C=O (ethyl isocyanate). The solvent is C(C)N(CC)CC (triethylamine). Run at time 3 day. Yields the product O1CCOC2=C1C=CC(=C2)CN(C(OC(C)(C)C)=O)C2CCN(CC2)CCN2C(C=CC1=C(C=CC=C21)NC(=O)NCC)=O (tert-butyl (2,3-dihydro-1,4-benzodioxin-6-ylmethyl)(1-(2-(5-(3-ethylureido)-2-oxoquinolin-1(2H)-yl)ethyl)piperidin-4-yl)carbamate). Yield: 66.2%. RXN SMILES: C(Cl)(Cl)Cl.[O:5]1[C:10]2[CH:11]=[CH:12][C:13]([CH2:15][N:16]([CH:24]3[CH2:29][CH2:28][N:27]([CH2:30][CH2:31][N:32]4[C:41]5[C:36](=[C:37]([NH2:42])[CH:38]=[CH:39][CH:40]=5)[CH:35]=[CH:34][C:33]4=[O:43])[CH2:26][CH2:25]3)[C:17](=[O:23])[O:18][C:19]([CH3:22])([CH3:21])[CH3:20])=[CH:14][C:9]=2[O:8][CH2:7][CH2:6]1.[CH2:44]([N:46]=[C:47]=[O:48])[CH3:45]>C(N(CC)CC)C>[O:5]1[C:10]2[CH:11]=[CH:12][C:13]([CH2:15][N:16]([CH:24]3[CH2:29][CH2:28][N:27]([CH2:30][CH2:31][N:32]4[C:41]5[C:36](=[C:37]([NH:42][C:47]([NH:46][CH2:44][CH3:45])=[O:48])[CH:38]=[CH:39][CH:40]=5)[CH:35]=[CH:34][C:33]4=[O:43])[CH2:26][CH2:25]3)[C:17](=[O:23])[O:18][C:19]([CH3:22])([CH3:21])[CH3:20])=[CH:14][C:9]=2[O:8][CH2:7][CH2:6]1. Procedure details: To 2 mL of a chloroform solution containing 80 mg of tert-butyl (2,3-dihydro-1,4-benzodioxin-6-ylmethyl)(1-(2-(5-amino-2-oxoquinolin-1(2H)-yl)ethyl)piperidin-4-yl)carbamate, 45 mg of triethylamine and 31 mg of ethyl isocyanate were added, and stirred at room temperature for 3 days. The reaction mixture was purified by silica gel column chromatography [Silica Gel; Fuji Silysia Chemical Ltd., Chromatorex-NH, eluent; ethyl acetate: methanol=10:1], to give 60 mg of tert-butyl (2,3-dihydro-1,4-benzod... Starting materials: O=C(O)CCc1cc(Br)c(O)c(Br)c1, O=C([O-])O, O=C(OC(=O)C(F)(F)F)C(F)(F)F, [Na+], OCc1ccccc1. Yields the product O=C(CCc1cc(Br)c(O)c(Br)c1)OCc1ccccc1. As a reaction SMILES: [Br:9][c:10]1[cH:11][c:12]([CH2:18][CH2:19][C:20](=[O:21])[OH:22])[cH:13][c:14]([Br:17])[c:15]1[OH:16].[C:36](=[O:37])([O-:38])[OH:39].[F:23][C:24]([F:25])([F:26])[C:27]([O:28][C:29](=[O:30])[C:31]([F:32])([F:33])[F:34])=[O:35].[Na+:40].[OH:1][CH2:2][c:3]1[cH:4][cH:5][cH:6][cH:7][cH:8]1>>[O:1]([CH2:2][c:3]1[cH:4][cH:5][cH:6][cH:7][cH:8]1)[C:20]([CH2:19][CH2:18][c:12]1[cH:11][c:10]([Br:9])[c:15]([OH:16])[c:14]([Br:17])[cH:13]1)=[O:21]. The reactants are 6-bromo-2-methyl-8-propionyl-2H-benzo[b][1,4]oxazin-3(41), BrC1=CC2=C(OC(C(N2)=O)C)C(=C1)C(CC)=O (6-Bromo-2-methyl-8-propionyl-2H-benzo[b][1,4]oxazin-3(4H)-one), C(C)[SiH](CC)CC (triethylsilane). Run in C(=O)(C(F)(F)F)O (TFA). Conditions: temperature 40 celsius, time 4 hour. Product: BrC1=CC2=C(OC(C(N2)=O)C)C(=C1)CCC (6-Bromo-2-methyl-8-propyl-2H-benzo[b][1,4]oxazin-3(4H)-one). Isolated yield 50.5%. Reaction SMILES: [Br:1][C:2]1[CH:13]=[C:12]([C:14](=O)[CH2:15][CH3:16])[C:5]2[O:6][CH:7]([CH3:11])[C:8](=[O:10])[NH:9][C:4]=2[CH:3]=1.C([SiH](CC)CC)C>C(O)(C(F)(F)F)=O>[Br:1][C:2]1[CH:13]=[C:12]([CH2:14][CH2:15][CH3:16])[C:5]2[O:6][CH:7]([CH3:11])[C:8](=[O:10])[NH:9][C:4]=2[CH:3]=1. Procedure: In a 20 mL scintillation vial was added 6-bromo-2-methyl-8-propionyl-2H-benzo[b][1,4]oxazin-3(41)-one 358B (517 mg, 1.734 mmol) and triethylsilane (0.554 mL, 3.47 mmol) in TFA (7.0 mL) and stirred at 40° C. for 4 h. The reaction was concentrated in vacuo and the residue was taken up in EtOAc (25 mL), washed with sat aq NaHCO3 and brine, dried over MgSO4, and concentrated in vacuo. The residue was purified via ISCO flash chromatography (0-100% EtOAc in hexanes; 40 g column). Collected fractions g... As a reaction SMILES: Br[CH2:2][Mg].Cl[C:5]1[CH:10]=[C:9]([C:11]2[CH:16]=[C:15]([O:17][CH3:18])[C:14]([O:19][CH3:20])=[C:13]([O:21][CH3:22])[CH:12]=2)[CH:8]=[CH:7][N:6]=1.Cl>[Ni](Cl)Cl.C1COCC1>[CH3:2][C:5]1[CH:10]=[C:9]([C:11]2[CH:16]=[C:15]([O:17][CH3:18])[C:14]([O:19][CH3:20])=[C:13]([O:21][CH3:22])[CH:12]=2)[CH:8]=[CH:7][N:6]=1. Reagents/catalysts: [Ni](Cl)Cl (Nickel chloride). The solvent is C1CCOC1 (THF), C1CCOC1 (THF), C1CCOC1 (THF). Product: CC1=NC=CC(=C1)C1=CC(=C(C(=C1)OC)OC)OC (2-Methyl-4-(3,4,5-trimethoxyphenyl)pyridine). Run at temperature 0 celsius, time 10 minute. Procedure details: Nickel chloride (3.0 mg) was added to THF (1 mL) under an argon atmosphere, and the mixture was kept at 0° C. To the mixture, a THF solution (0.38 mL) of 0.93 M bromomethylmagnesium was slowly added, and a THF solution (2 mL) of 2-chloro-4-(3,4,5-Trimethoxyphenyl)pyridine (50 mg) was then slowly added. The mixture was stirred at 0° C. for 10 minutes and then at 70° C. for 1.5 hours. A small amount was diluted hydrochloric acid was added to the reaction mixture at 0° C. to conduct extraction with... The reactants are BrC[Mg] (bromomethylmagnesium), Cl (hydrochloric acid), ClC1=NC=CC(=C1)C1=CC(=C(C(=C1)OC)OC)OC (2-chloro-4-(3,4,5-Trimethoxyphenyl)pyridine). Reactants: O(C1=CC=CC=C1)CC1OC=CC(C1)=O (2-Phenoxymethyl-2,3-dihydropyran-4-one). Reagents/catalysts: [Pd] (Palladium on charcoal). Run in C(C)(=O)OCC (ethyl acetate). Product: O(C1=CC=CC=C1)CC1OCCC(C1)=O (2-phenoxymethyltetrahydropyran-4-one). The yield is 58.4%. Reaction SMILES: [O:1]([CH2:8][CH:9]1[CH2:14][C:13](=[O:15])[CH:12]=[CH:11][O:10]1)[C:2]1[CH:7]=[CH:6][CH:5]=[CH:4][CH:3]=1>C(OCC)(=O)C.[Pd]>[O:1]([CH2:8][CH:9]1[CH2:14][C:13](=[O:15])[CH2:12][CH2:11][O:10]1)[C:2]1[CH:7]=[CH:6][CH:5]=[CH:4][CH:3]=1. Procedure: 2-Phenoxymethyl-2,3-dihydropyran-4-one (2.30 g, 11.3 mmol) was dissolved in ethyl acetate (150 ml). 10% Palladium on charcoal (400 mg) was added. The reaction mixture was hydrogenated until the reaction stopped. The catalyst was removed by filtration through a glas-filter. The solvent was removed in vacuo. The crude product was purified by flash chromatography on silica (200 g), using ethyl acetate/heptane 1:1 as eluent, to give 1.36 g of 2-phenoxymethyltetrahydropyran-4-one. Starting materials: CCOC(CBr)OCC, CN(C)C=O, [H-], [Na+], Nc1nnnn1-c1ccccc1. Yields the product CCOC(CNc1nnnn1-c1ccccc1)OCC. As a reaction SMILES: [CH2:15]([CH3:16])[O:17][CH:18]([CH2:19][Br:20])[O:21][CH2:22][CH3:23].[CH3:24][N:25]([CH3:26])[CH:27]=[O:28].[H-:13].[Na+:14].[c:1]1(-[n:7]2[n:8][n:9][n:10][c:11]2[NH2:12])[cH:2][cH:3][cH:4][cH:5][cH:6]1>>[c:1]1(-[n:7]2[n:8][n:9][n:10][c:11]2[NH:12][CH2:19][CH:18]([O:17][CH2:15][CH3:16])[O:21][CH2:22][CH3:23])[cH:2][cH:3][cH:4][cH:5][cH:6]1.